Dataset: the Open Reaction Database (ORD), a public repository of structured organic reaction records. Task: describe an organic reaction: reactants, conditions, products, and yield Reactants: O=C1CCCO1, [Li]CCCC, CCCCCC, Nc1cccc(C=Cc2nc3ccccc3s2)c1, C1CCOC1. Yields the product O=C(CCCO)Nc1cccc(C=Cc2nc3ccccc3s2)c1. As a reaction SMILES: [C:30]1(=[O:35])[CH2:31][CH2:32][CH2:33][O:34]1.[CH2:25]([Li:26])[CH2:27][CH2:28][CH3:29].[CH3:19][CH2:20][CH2:21][CH2:22][CH2:23][CH3:24].[NH2:1][c:2]1[cH:3][c:4]([CH:5]=[CH:6][c:7]2[s:8][c:9]3[c:10]([n:11]2)[cH:12][cH:13][cH:14][cH:15]3)[cH:16][cH:17][cH:18]1.[O:36]1[CH2:37][CH2:38][CH2:39][CH2:40]1>>[NH:1]([c:2]1[cH:3][c:4]([CH:5]=[CH:6][c:7]2[s:8][c:9]3[c:10]([n:11]2)[cH:12][cH:13][cH:14][cH:15]3)[cH:16][cH:17][cH:18]1)[C:33]([CH2:32][CH2:31][CH2:30][OH:35])=[O:34].